Dataset: the Open Reaction Database (ORD), a public repository of structured organic reaction records. Task: describe an organic reaction: reactants, conditions, products, and yield As a reaction SMILES: [C:8]([CH3:9])(=[O:10])[O:11][CH:12]1[C:13]2([CH3:14])[CH:15]([CH2:16][CH2:17]1)[CH:18]1[CH2:19][CH2:20][CH:21]3[CH2:22][C:23](=[O:31])[CH:24]=[CH:25][C:26]3([CH3:27])[CH:28]1[CH2:29][CH2:30]2.[CH2:1]([Al:2]([CH2:3][CH3:4])[CH2:6][CH3:7])[CH3:5].[CH3:38][c:39]1[cH:40][cH:41][cH:42][cH:43][cH:44]1.[CH3:45][CH2:46][O:47][C:48](=[O:49])[CH3:50].[Cu:32]([C:33]#[N:34])[C:35]#[N:36].[OH2:37]>>[CH2:6]([CH3:7])[CH:25]1[CH2:24][C:23](=[O:31])[CH2:22][CH:21]2[CH2:20][CH2:19][CH:18]3[CH:15]4[C:13]([CH3:14])([CH:12]([O:11][C:8]([CH3:9])=[O:10])[CH2:17][CH2:16]4)[CH2:30][CH2:29][CH:28]3[C:26]21[CH3:27]. The product is CCC1CC(=O)CC2CCC3C4CCC(OC(C)=O)C4(C)CCC3C12C. Reactants: CC(=O)OC1CCC2C3CCC4CC(=O)C=CC4(C)C3CCC12C, CC[Al](CC)CC, Cc1ccccc1, CCOC(C)=O, N#C[Cu]C#N, O. Reactants: C(CCCCCCCCCCCCCCCCC)(=O)[O-].[K+] (potassium stearate). The solvent is C(C)O (ethanol). Yields the product C(C)O.C(CCCCCCCCCCCCCCCCC)(=O)[O-] (ethanol stearate). As a reaction SMILES: [C:1]([O-:20])(=[O:19])[CH2:2][CH2:3][CH2:4][CH2:5][CH2:6][CH2:7][CH2:8][CH2:9][CH2:10][CH2:11][CH2:12][CH2:13][CH2:14][CH2:15][CH2:16][CH2:17][CH3:18].[K+]>C(O)C>[CH2:1]([OH:19])[CH3:2].[C:1]([O-:20])(=[O:19])[CH2:2][CH2:3][CH2:4][CH2:5][CH2:6][CH2:7][CH2:8][CH2:9][CH2:10][CH2:11][CH2:12][CH2:13][CH2:14][CH2:15][CH2:16][CH2:17][CH3:18] |f:0.1,3.4|. Procedure: Twenty-five grams of lethicin and eleven grams of 9WR food grade potassium stearate (Sold by WITCO Company) is admixed with 7854 grams of 95% ethanol (95% ethanol is comprised of 95% by weight ethanol and 5% by weight water) to form an ethanol-stearate solution. Ten grams of sodium laurel sulfate (NF grade) is mixed with eleven hundred grams of water to form an aqueous sulfate solution. The aqueous sulfate solution is mixed with the ethanol-stearate solution to form an ethanol-stearate-sulfate s... Reactants: BrCCCCCCC=1OC(CC(N1)(C)C)C (2-(6-bromohexyl)-4,4,6-trimethyl-5,6-dihydro-1,3-oxazine), C(C1=CC=CO1)=O (furfural), [Mg] (magnesium), BrBr (bromine), [Cl-].[NH4+] (ammonium chloride). The solvent is CCOCC (ether), CCOCC (ether), CCOCC (ether), O (water). Reaction conditions: time 3 hour. Yields the product O1C(=CC=C1)C(CCCCCCC=1OC(CC(N1)(C)C)C)O (2-[7-(2-furyl)-7-hydroxyheptyl]-4,4,6-trimethyl-5,6-dihydro-1,3-oxazine). Reaction SMILES: [Mg].BrBr.Br[CH2:5][CH2:6][CH2:7][CH2:8][CH2:9][CH2:10][C:11]1[O:12][CH:13]([CH3:19])[CH2:14][C:15]([CH3:18])([CH3:17])[N:16]=1.[CH:20](=[O:26])[C:21]1[O:25][CH:24]=[CH:23][CH:22]=1.[Cl-].[NH4+]>CCOCC.O>[O:25]1[CH:24]=[CH:23][CH:22]=[C:21]1[CH:20]([OH:26])[CH2:5][CH2:6][CH2:7][CH2:8][CH2:9][CH2:10][C:11]1[O:12][CH:13]([CH3:19])[CH2:14][C:15]([CH3:18])([CH3:17])[N:16]=1 |f:4.5|. Procedure: To a stirred suspension of 0.61g (25 mg. atom) of magnesium in 30 ml of ether is added 1.76g (11 mmol) of bromine dropwise during 20 min. at 15°-20° C. After 15 min. the mixture is treated dropwise with a solution of 2.90g (10 mmol) of 2-(6-bromohexyl)-4,4,6-trimethyl-5,6-dihydro-1,3-oxazine [J. Org. Chem., 38, 36(1973)] in 5 ml of ether. The resulting mixture is stirred at ambient temperature for 3 hr. and at reflux temperature for 30 min. The mixture is cooled to 0° and treated during 20 min. ... Starting materials: ClC1=CC=C(CN2C(=NC=3N(C(N(C(C23)=O)CCCOC2OCCCC2)=O)C)CCCOCC)C=C1 (7-(4-chlorobenzyl)-8-(3-ethoxypropyl)-3-methyl-1-(3-(tetrahydro-2H-pyran-2-yloxy)propyl)-1H-purine-2,6(3H,7H)-dione), C(C)(=O)Cl (acetyl chloride). The solvent is C(C)O (ethyl alcohol). Conditions: temperature 0 celsius, time 10 minute. The product is ClC1=CC=C(CN2C(=NC=3N(C(N(C(C23)=O)CCCO)=O)C)CCCO)C=C1 (7-(4-chlorobenzyl)-1,8-bis(3-hydroxypropyl)-3-methyl-1H-purine-2,6(3H,7H)-dione). Isolated yield 60.4%. Reaction SMILES: [Cl:1][C:2]1[CH:36]=[CH:35][C:5]([CH2:6][N:7]2[C:15]3[C:14](=[O:16])[N:13]([CH2:17][CH2:18][CH2:19][O:20]C4CCCCO4)[C:12](=[O:27])[N:11]([CH3:28])[C:10]=3[N:9]=[C:8]2[CH2:29][CH2:30][CH2:31][O:32]CC)=[CH:4][CH:3]=1.C(Cl)(=O)C>C(O)C>[Cl:1][C:2]1[CH:3]=[CH:4][C:5]([CH2:6][N:7]2[C:15]3[C:14](=[O:16])[N:13]([CH2:17][CH2:18][CH2:19][OH:20])[C:12](=[O:27])[N:11]([CH3:28])[C:10]=3[N:9]=[C:8]2[CH2:29][CH2:30][CH2:31][OH:32])=[CH:35][CH:36]=1. Reported procedure: To a solution of 7-(4-chlorobenzyl)-8-(3-hydroxypropyl)-3-methyl-1-(3-(tetrahydro-2H-pyran-2-yloxy)propyl)-1H-purine-2,6(3H,7H)-dione (30 mg, 0.061 mmol, example 48, step 3) in ethyl alcohol (20 mL) was added acetyl chloride (0.2 mL, 2.80 mmol). The reaction was stirred at 0° C. for 10 min. The mixture was concentrated to give a crude product, which was purified by preparative HPLC to give 7-(4-chlorobenzyl)-1,8-bis(3-hydroxypropyl)-3-methyl-1H-purine-2,6(3H,7H)-dione (15 mg, 60.6% yield) as a w... The reactants are [N+](=O)([O-])C=1C=C(C=CC1)N=C=O (3-nitrophenyl isocyanate), C12(CC3CC(CC(C1)C3)C2)CN2C(C(C(N(C3=C2C=CC=C3)C3=CC=CC=C3)=O)N)=O (1-Adamantylmethyl-3-amino-2,4-dioxo-5-phenyl-2,3,4,5-tetrahydro-1H-1,5-benzodiazepine). Run in C(C)#N (acetonitrile), C(C)#N (acetonitrile), ClCCl (dichloromethane). Conditions: time 2 hour. The product is C12(CC3CC(CC(C1)C3)C2)CN2C(C(C(N(C3=C2C=CC=C3)C3=CC=CC=C3)=O)NC(=O)NC3=CC(=CC=C3)[N+](=O)[O-])=O (N-[1-(1-Adamantylmethyl)-2,4-dioxo-5-phenyl-2,3,4,5-tetrahydro-1H-1,5-benzodiazepin-3-yl]-N'-(3-nitrophenyl)urea). The yield is 82.1%. RXN SMILES: [N+:1]([C:4]1[CH:5]=[C:6]([N:10]=[C:11]=[O:12])[CH:7]=[CH:8][CH:9]=1)([O-:3])=[O:2].[C:13]12([CH2:23][N:24]3[C:30]4[CH:31]=[CH:32][CH:33]=[CH:34][C:29]=4[N:28]([C:35]4[CH:40]=[CH:39][CH:38]=[CH:37][CH:36]=4)[C:27](=[O:41])[CH:26]([NH2:42])[C:25]3=[O:43])[CH2:22][CH:17]3[CH2:18][CH:19]([CH2:21][CH:15]([CH2:16]3)[CH2:14]1)[CH2:20]2>C(#N)C.ClCCl>[C:13]12([CH2:23][N:24]3[C:30]4[CH:31]=[CH:32][CH:33]=[CH:34][C:29]=4[N:28]([C:35]4[CH:40]=[CH:39][CH:38]=[CH:37][CH:36]=4)[C:27](=[O:41])[CH:26]([NH:42][C:11]([NH:10][C:6]4[CH:7]=[CH:8][CH:9]=[C:4]([N+:1]([O-:3])=[O:2])[CH:5]=4)=[O:12])[C:25]3=[O:43])[CH2:22][CH:17]3[CH2:16][CH:15]([CH2:21][CH:19]([CH2:18]3)[CH2:20]1)[CH2:14]2. Reported procedure: A solution of 3-nitrophenyl isocyanate (0.082 g) in dry acetonitrile (8 ml) was added to a solution of the 1-(1-Adamantylmethyl-3-amino-2,4-dioxo-5-phenyl-2,3,4,5-tetrahydro-1H-1,5-benzodiazepine (0.2 g) in dry acetonitrile (10 ml) under a nitrogen atmosphere. The mixture was stirred at 23° for 2 h, then diluted with dichloromethane (15 ml) and washed with brine (15 ml). The organic solution was dried, concentrated in vacuo and the residue was triturated with diethyl ether to give the title comp... Reactants: ice, [N+](=[N-])=C (diazomethane), CN(/C(=N/[N+](=O)[O-])/N)N=O (MNNG), BrCCC(C(=O)Cl)C1=CC(=C(C=C1)Cl)Cl (alpha-(2-bromoethyl)-3,4-dichlorophenylacetic acid chloride), [OH-].[K+] (KOH). The solvent is CCOCC (Et2O), CCOCC (Et2O). Yields the product BrCCC(C(C=[N+]=[N-])=O)C1=CC(=C(C=C1)Cl)Cl (5-bromo-1-diazo-3-(3,4-dichlorophenyl)--2-pentanone). Reaction SMILES: [N+:1](=[CH2:3])=[N-:2].CN(N=O)/C(/N)=N/[N+]([O-])=O.[OH-].[K+].[Br:16][CH2:17][CH2:18][CH:19]([C:23]1[CH:28]=[CH:27][C:26]([Cl:29])=[C:25]([Cl:30])[CH:24]=1)[C:20](Cl)=[O:21]>CCOCC>[Br:16][CH2:17][CH2:18][CH:19]([C:23]1[CH:28]=[CH:27][C:26]([Cl:29])=[C:25]([Cl:30])[CH:24]=1)[C:20](=[O:21])[CH:3]=[N+:1]=[N-:2] |f:2.3|. Procedure details: Prepare a solution of diazomethane from 15 g of MNNG by reaction with 45 ml of 40% aqueous KOH topped with 150 ml. of Et2O and cool in an ice bath. Add an Et2O solution (40 ml.) of the product of Step 3 (8.2 g, 5 24.8 mmoles) in small volumes, stir the solution in the ice bath for 15 min, then heat to reflux for 30 min. Remove the solvent in vacuo. Purify the resulting mixture by flash chromatography on silica gel using CH2Cl2 as eluent. Yield: 7.0 g (IR: 2100 cm-1, 1630 cm-1). The reactants are C1COCCN1, CC#N, CC(O)CCCl. Yields the product CC(O)CCN1CCOCC1. Reaction SMILES: [CH2:1]1[CH2:2][O:3][CH2:4][CH2:5][NH:6]1.[CH3:13][C:14]#[N:15].[Cl:7][CH2:8][CH2:9][CH:10]([CH3:11])[OH:12]>>[CH2:1]1[CH2:2][O:3][CH2:4][CH2:5][N:6]1[CH2:8][CH2:9][CH:10]([CH3:11])[OH:12].